This data is from the Open Reaction Database (ORD), a public repository of structured organic reaction records. The task is: describe an organic reaction: reactants, conditions, products, and yield The reactants are O=C(O)c1ccc(Br)cc1F, Cc1ccc(N2CCNCC2)c(C)c1. Product: Cc1ccc(N2CCN(C(=O)c3ccc(Br)cc3F)CC2)c(C)c1. As a reaction SMILES: [Br:1][c:2]1[cH:3][c:4]([F:11])[c:5]([C:6](=[O:7])[OH:8])[cH:9][cH:10]1.[CH3:12][c:13]1[c:14]([N:20]2[CH2:21][CH2:22][NH:23][CH2:24][CH2:25]2)[cH:15][cH:16][c:17]([CH3:19])[cH:18]1>>[Br:1][c:2]1[cH:3][c:4]([F:11])[c:5]([C:6](=[O:8])[N:23]2[CH2:22][CH2:21][N:20]([c:14]3[c:13]([CH3:12])[cH:18][c:17]([CH3:19])[cH:16][cH:15]3)[CH2:25][CH2:24]2)[cH:9][cH:10]1.